From a dataset of the Open Reaction Database (ORD), a public repository of structured organic reaction records. describe an organic reaction: reactants, conditions, products, and yield The reactants are C([O-])([O-])=O.[K+].[K+] (potassium carbonate), O.NN (Hydrazine monohydrate), [Si](C)(C)(C(C)(C)C)OC1=CC=C(CON2C(C=3C(C2=O)=CC=CC3)=O)C=C1 (N-[4-(tert-butyldimethylsilyloxy)benzyloxy]phthalimide), O1CCCC1 (tetrahydrofuran). The solvent is C(C)O (ethanol). Run at temperature 60 celsius, time 1 hour. Product: [Si](C)(C)(C(C)(C)C)OC1=CC=C(CON)C=C1 (4-(tert-butyldimethylsilyloxy)benzyloxyamine). Yield: 95.3%. RXN SMILES: O.NN.[Si:4]([O:11][C:12]1[CH:30]=[CH:29][C:15]([CH2:16][O:17][N:18]2C(=O)C3=CC=CC=C3C2=O)=[CH:14][CH:13]=1)([C:7]([CH3:10])([CH3:9])[CH3:8])([CH3:6])[CH3:5].O1CCCC1.C(=O)([O-])[O-].[K+].[K+]>C(O)C>[Si:4]([O:11][C:12]1[CH:13]=[CH:14][C:15]([CH2:16][O:17][NH2:18])=[CH:29][CH:30]=1)([C:7]([CH3:10])([CH3:9])[CH3:8])([CH3:6])[CH3:5] |f:0.1,4.5.6|. Procedure details: Hydrazine monohydrate (1.25 ml) was added to a solution of N-[4-(tert-butyldimethylsilyloxy)benzyloxy]phthalimide (5.00 g) in ethanol (10 ml)-tetrahydrofuran (40 ml) and stirred at 60° C. for 1 hour. The reaction mixture was cooled to room temperature, an aqueous solution of potassium carbonate was added and extracted with ethyl acetate. The ethyl acetate layer was washed with an aqueous saturated solution of sodium chloride, dried (MgSO4) and concentrated to obtain 4-(tert-butyldimethylsilyloxy... Reactants: C(C)OC(CCCN1C(=NC2=C1C=CC(=C2)C(N(C)C2CCCCC2)=O)N)=O (4-[2-amino-5-(cyclohexyl-methyl-carbamoyl) -benzoimidazol-1-yl]-butyric acid ethyl ester), S1C(=CC=C1)C(=O)Cl (2-thiophenecarbonyl chloride). Run in N1=CC=CC=C1 (pyridine). Reaction conditions: time 6 hour. Yields the product C(C)OC(CCCN1C(=NC2=C1C=CC(=C2)C(N(C)C2CCCCC2)=O)NC(=O)C=2SC=CC2)=O (4-{5-(cyclohexyl-methyl-carbamoyl)-2-[(thiophene-2-carbonyl)-amino]-benzimidazol-1-yl}-butyric acid ethyl ester). The yield is 68.2%. Reaction SMILES: [CH2:1]([O:3][C:4](=[O:28])[CH2:5][CH2:6][CH2:7][N:8]1[C:12]2[CH:13]=[CH:14][C:15]([C:17](=[O:26])[N:18]([CH:20]3[CH2:25][CH2:24][CH2:23][CH2:22][CH2:21]3)[CH3:19])=[CH:16][C:11]=2[N:10]=[C:9]1[NH2:27])[CH3:2].[S:29]1[CH:33]=[CH:32][CH:31]=[C:30]1[C:34](Cl)=[O:35]>N1C=CC=CC=1>[CH2:1]([O:3][C:4](=[O:28])[CH2:5][CH2:6][CH2:7][N:8]1[C:12]2[CH:13]=[CH:14][C:15]([C:17](=[O:26])[N:18]([CH:20]3[CH2:25][CH2:24][CH2:23][CH2:22][CH2:21]3)[CH3:19])=[CH:16][C:11]=2[N:10]=[C:9]1[NH:27][C:34]([C:30]1[S:29][CH:33]=[CH:32][CH:31]=1)=[O:35])[CH3:2]. Procedure details: To a stirred solution of the above amino benzimidazole (0.7 g, 1.8 mmol) in pyridine (10 mL) was added 2-thiophenecarbonyl chloride (0.41 mL, 3.8 mmol). The reaction was complete in 6 h. The pyridine was evaporated and the resulting orange solid was purified by flash chromatography with 1% MeOH/dichloromethane to give the title compound (0.61 g, 67%), m.p. 82-84° C. As a reaction SMILES: [C:13]([CH3:14])([CH3:15])([CH3:16])[O:17][C:18](=[O:19])[N:20]1[CH:21]([CH2:25][O:26][c:27]2[cH:28][cH:29][c:30]([I:33])[cH:31][cH:32]2)[CH2:22][CH2:23][CH2:24]1.[C:34](=[O:35])([O-:36])[O-:37].[Cs+:38].[Cs+:39].[Cu:46][I:47].[O:40]1[CH2:41][CH2:42][O:43][CH2:44][CH2:45]1.[s:1]1[c:2](-[c:6]2[cH:7][cH:8][c:9]([OH:12])[cH:10][cH:11]2)[n:3][cH:4][cH:5]1>>[s:1]1[c:2](-[c:6]2[cH:7][cH:8][c:9]([O:12][c:30]3[cH:29][cH:28][c:27]([O:26][CH2:25][CH:21]4[N:20]([C:18]([O:17][C:13]([CH3:14])([CH3:15])[CH3:16])=[O:19])[CH2:24][CH2:23][CH2:22]4)[cH:32][cH:31]3)[cH:10][cH:11]2)[n:3][cH:4][cH:5]1. Product: CC(C)(C)OC(=O)N1CCCC1COc1ccc(Oc2ccc(-c3nccs3)cc2)cc1. Starting materials: CC(C)(C)OC(=O)N1CCCC1COc1ccc(I)cc1, O=C([O-])[O-], [Cs+], [Cs+], [Cu]I, C1COCCO1, Oc1ccc(-c2nccs2)cc1. Starting materials: CC(C)(C)[Si](C)(C)OCC(CCn1ccc2ccc(O)cc21)n1cnc(C(N)=O)c1, O=C([O-])[O-], CCCCI, [K+], [K+], CN(C)C=O, O. The product is CCCCOc1ccc2ccn(CCC(CO[Si](C)(C)C(C)(C)C)n3cnc(C(N)=O)c3)c2c1. As a reaction SMILES: [C:1]([CH3:2])([CH3:3])([CH3:4])[Si:5]([O:6][CH2:7][CH:8]([CH2:9][CH2:10][n:11]1[cH:12][cH:13][c:14]2[cH:15][cH:16][c:17]([OH:20])[cH:18][c:19]12)[n:21]1[cH:22][n:23][c:24]([C:26](=[O:27])[NH2:28])[cH:25]1)([CH3:29])[CH3:30].[C:31](=[O:32])([O-:33])[O-:34].[I:37][CH2:38][CH2:39][CH2:40][CH3:41].[K+:35].[K+:36].[O:43]=[CH:44][N:45]([CH3:46])[CH3:47].[OH2:42]>>[C:1]([CH3:2])([CH3:3])([CH3:4])[Si:5]([O:6][CH2:7][CH:8]([CH2:9][CH2:10][n:11]1[cH:12][cH:13][c:14]2[cH:15][cH:16][c:17]([O:20][CH2:38][CH2:39][CH2:40][CH3:41])[cH:18][c:19]12)[n:21]1[cH:22][n:23][c:24]([C:26](=[O:27])[NH2:28])[cH:25]1)([CH3:29])[CH3:30]. Reactants: N#Cc1ccccc1-c1ccc(CBr)cc1, O=C([O-])[O-], CCCCc1nc(CC)cc(=O)[nH]1, CC#N, [K+], [K+]. Product: CCCCc1nc(CC)cc(=O)n1Cc1ccc(-c2ccccc2C#N)cc1. As a reaction SMILES: [Br:14][CH2:15][c:16]1[cH:17][cH:18][c:19](-[c:22]2[c:23]([C:28]#[N:29])[cH:24][cH:25][cH:26][cH:27]2)[cH:20][cH:21]1.[C:30](=[O:31])([O-:32])[O-:33].[CH2:1]([CH2:2][CH2:3][CH3:4])[c:5]1[n:6][c:7]([CH2:12][CH3:13])[cH:8][c:9](=[O:11])[nH:10]1.[CH3:36][C:37]#[N:38].[K+:34].[K+:35]>>[CH2:1]([CH2:2][CH2:3][CH3:4])[c:5]1[n:6][c:7]([CH2:12][CH3:13])[cH:8][c:9](=[O:11])[n:10]1[CH2:15][c:16]1[cH:17][cH:18][c:19](-[c:22]2[c:23]([C:28]#[N:29])[cH:24][cH:25][cH:26][cH:27]2)[cH:20][cH:21]1. RXN SMILES: [F:1][C:2]([F:15])([F:14])[S:3]([O:6]S(C(F)(F)F)(=O)=O)(=[O:5])=[O:4].O[N:17]1[C:26](=[O:27])[CH:25]2[CH:20]([CH:21]3[CH2:28][CH:24]2[CH:23]=[CH:22]3)[C:18]1=[O:19].N1C=CC=CC=1>C(Cl)Cl>[F:1][C:2]([F:15])([F:14])[S:3]([O:6][N:17]1[C:26](=[O:27])[CH:25]2[CH:20]([CH:21]3[CH2:28][CH:24]2[CH:23]=[CH:22]3)[C:18]1=[O:19])(=[O:5])=[O:4]. Reactants: FC(S(=O)(=O)OS(=O)(=O)C(F)(F)F)(F)F (trifluoromethanesulfonic anhydride), ON1C(=O)C2C3C=CC(C2C1=O)C3 (N-hydroxy-bicyclo[2,2,1]-hept-5-ene-2,3-dicarboximide), N1=CC=CC=C1 (pyridine). Solvent: C(Cl)Cl (methylene chloride), C(Cl)Cl (methylene chloride). Conditions: time 15 minute. The yield is 98.0%. Procedure details: To a solution of trifluoromethanesulfonic anhydride (6.5 g, 23 mmole) in methylene chloride (20 ml), a solution of N-hydroxy-bicyclo[2,2,1]-hept-5-ene-2,3-dicarboximide (3.6 g, 20 mmole) and pyridine (1.6 g) in methylene chloride (10 ml) was added dropwise at 0°-5° C. and continued to stir for 15 minutes at the same temperature. The reaction mixture was washed with H2O (20 ml×3), dried over anhydrous Mg SO4 and evaporated. The residue was recrystallized from ethanol to give 6.1 g of N-trifluorom... Product: FC(S(=O)(=O)ON1C(=O)C2C3C=CC(C2C1=O)C3)(F)F (N-trifluoromethanesulfonyloxy-bicyclo[2,2,1]-hept-5-ene-2,3-dicarboximide). Product: ClC=1C=CC2=C(C(=NO2)CN2C=NC=C2C)C1 (5-chloro-3-[(5-methyl-1H-imidazol-1-yl)-methyl]-1,2-benzisoxazole). RXN SMILES: [Cl:1][C:2]1[CH:3]=[CH:4][C:5]2[O:9][N:8]=[C:7]([CH2:10]Br)[C:6]=2[CH:12]=1.CN(C)C([N:17]1[CH:21]=[C:20]([CH3:22])[N:19]=[CH:18]1)=O.N>C(#N)C>[Cl:1][C:2]1[CH:3]=[CH:4][C:5]2[O:9][N:8]=[C:7]([CH2:10][N:19]3[C:20]([CH3:22])=[CH:21][N:17]=[CH:18]3)[C:6]=2[CH:12]=1. Reactants: ClC=1C=CC2=C(C(=NO2)CBr)C1 (5-chloro-3-bromomethyl-1,2-benzisoxazole), CN(C(=O)N1C=NC(=C1)C)C (1-dimethylcarbamoyl-4-methyl-imidazole), N (ammonia). Solvent: C(C)#N (acetonitrile). Conditions: time 1 hour. Reported procedure: A solution containing 5-chloro-3-bromomethyl-1,2-benzisoxazole (2.5 g, 0.010 mole) and 1-dimethylcarbamoyl-4-methyl-imidazole (1.84 g, 0.012 mole) in anhydrous acetonitrile (25 mL) is stirred at reflux for 72 hours. The solution is cooled to 5° C. (ice-bath) and ammonia gas is bubbled through the solution for 5 minutes after which the solution is allowed to stand at ambient temperature for 1 hour. The solvent is evaporated and the residue is taken up in methylene chloride (25 mL). This solution ... Starting materials: CCOC(OCC)OCC, CC(=O)OC(C)=O, ClCCl, Cl, CCOC(=O)CC(=O)c1cc(F)c(F)c(F)c1F, Nc1c(O)ccc2ccccc12, c1ccncc1. Yields the product CCOC(=O)C(=CNc1c(O)ccc2ccccc12)C(=O)c1cc(F)c(F)c(F)c1F. As a reaction SMILES: [CH2:19]([O:20][CH:21]([O:22][CH2:23][CH3:24])[O:25][CH2:26][CH3:27])[CH3:28].[CH3:29][C:30]([O:31][C:32](=[O:33])[CH3:34])=[O:35].[Cl:49][CH2:50][Cl:51].[ClH:36].[F:1][c:2]1[c:3]([C:4](=[O:5])[CH2:6][C:7](=[O:8])[O:9][CH2:10][CH3:11])[cH:12][c:13]([F:18])[c:14]([F:17])[c:15]1[F:16].[NH2:37][c:38]1[c:39]([OH:48])[cH:40][cH:41][c:42]2[cH:43][cH:44][cH:45][cH:46][c:47]12.[cH:52]1[cH:53][cH:54][n:55][cH:56][cH:57]1>>[F:1][c:2]1[c:3]([C:4](=[O:5])[C:6]([C:7](=[O:8])[O:9][CH2:10][CH3:11])=[CH:19][NH:37][c:38]2[c:39]([OH:48])[cH:40][cH:41][c:42]3[cH:43][cH:44][cH:45][cH:46][c:47]23)[cH:12][c:13]([F:18])[c:14]([F:17])[c:15]1[F:16]. The reactants are C1(CCC1)NC/C=C/C(=O)OC ((E)-methyl 4-(cyclobutylamino)but-2-enoate), C=O (HCHO), [BH-](OC(=O)C)(OC(=O)C)OC(=O)C.[Na+] (NaBH(OAc)3). Solvent: C1CCOC1 (THF). Run at time 30 minute. Yields the product C1(CCC1)N(C/C=C/C(=O)OC)C ((E)-methyl 4-(cyclobutyl(methyl)amino)but-2-enoate). Yield: 80.2%. RXN SMILES: [CH:1]1([NH:5][CH2:6]/[CH:7]=[CH:8]/[C:9]([O:11][CH3:12])=[O:10])[CH2:4][CH2:3][CH2:2]1.C=O.[BH-](OC(C)=O)(OC(C)=O)O[C:17](C)=O.[Na+]>C1COCC1>[CH:1]1([N:5]([CH3:17])[CH2:6]/[CH:7]=[CH:8]/[C:9]([O:11][CH3:12])=[O:10])[CH2:2][CH2:3][CH2:4]1 |f:2.3|. Procedure details: To a solution of (E)-methyl 4-(cyclobutylamino)but-2-enoate (19) (1.7 g, 10 mmol) in THF (30 mL) was added HCHO solution (3 g, 40 mmol, 40% solution in water). The resulting mixture was stirred for 30 min before introducing NaBH(OAc)3 (3.18 g, 15 mmol). Stirring was continued at RT overnight. After quenching with sat. aq. NaHCO3 solution, the reaction mixture was extracted with EA (3×). The layers were separated and the organic layer was dried over Na2SO4, filtered and concentrated under vacuum.... The reactants are C(C)(=O)OCC (ethyl acetate), C(C=C)C=1C=C(C(=O)OCC)C=CC1O (ethyl 3-allyl-4-hydroxybenzoate), ClC1=CC(=CC=C1)C(=O)OO (meta-chloroperbenzoic acid). The solvent is C(Cl)(Cl)Cl (chloroform). Conditions: time 4 hour. Yields the product OCC1OC2=C(C1)C=C(C=C2)C(=O)OCC (Ethyl 2-hydroxymethyl-2,3-dihydrobenzofuran-5-carboxylate). The yield is 81.9%. As a reaction SMILES: [CH2:1]([C:4]1[CH:5]=[C:6]([CH:12]=[CH:13][C:14]=1[OH:15])[C:7]([O:9][CH2:10][CH3:11])=[O:8])[CH:2]=[CH2:3].ClC1C=CC=C(C(OO)=[O:24])C=1.C(OCC)(=O)C>C(Cl)(Cl)Cl>[OH:24][CH2:3][CH:2]1[CH2:1][C:4]2[CH:5]=[C:6]([C:7]([O:9][CH2:10][CH3:11])=[O:8])[CH:12]=[CH:13][C:14]=2[O:15]1. Procedure details: A solution of ethyl 3-allyl-4-hydroxybenzoate (6.74 g, 32.7 mmol) in chloroform (105 ml) was added with meta-chloroperbenzoic acid (11.40 g, 66.1 mmol) and the mixture was refluxed under stirring for 4 h. Afterwards, the solvent was evaporated, the crude was redissolved in ethyl acetate and washed with a 1M NaOH solution. After drying and removing the solvent, a crude was obtained which was purified by chromatography through a silica gel column, eluting with n-hexane:ethyl acetate, 90:10, to rec...